Dataset: the Open Reaction Database (ORD), a public repository of structured organic reaction records. Task: describe an organic reaction: reactants, conditions, products, and yield The reactants are C(C)(C)(C)OC(=O)N[C@H]1[C@@H]2N(C(=C(CS2)COC(C2=C(C=CC=C2)C(NC(=O)OCC)=O)=O)C(=O)O)C1=O (7β-(t-Butoxycarbonyl)amino-3-[2-(N-carboethoxycarbamoyl)benzoyloxy]methyl-3-cephem-4-carboxylic acid). Run in FC(C(=O)O)(F)F (trifluoroacetic acid). Reaction conditions: time 20 minute. The product is N[C@H]1[C@@H]2N(C(=C(CS2)COC(C2=C(C=CC=C2)C(NC(=O)OCC)=O)=O)C(=O)O)C1=O (7β-amino-3-[2-(N-carboethoxycarbamoyl)benzoyloxy]methyl-3-cephem-4-carboxylic acid). The yield is 86.7%. Reaction SMILES: C(OC([NH:8][C@@H:9]1[C:37](=[O:38])[N:11]2[C:12]([C:34]([OH:36])=[O:35])=[C:13]([CH2:16][O:17][C:18](=[O:33])[C:19]3[CH:24]=[CH:23][CH:22]=[CH:21][C:20]=3[C:25](=[O:32])[NH:26][C:27]([O:29][CH2:30][CH3:31])=[O:28])[CH2:14][S:15][C@H:10]12)=O)(C)(C)C>FC(F)(F)C(O)=O>[NH2:8][C@@H:9]1[C:37](=[O:38])[N:11]2[C:12]([C:34]([OH:36])=[O:35])=[C:13]([CH2:16][O:17][C:18](=[O:33])[C:19]3[CH:24]=[CH:23][CH:22]=[CH:21][C:20]=3[C:25](=[O:32])[NH:26][C:27]([O:29][CH2:30][CH3:31])=[O:28])[CH2:14][S:15][C@H:10]12. Procedure: 7β-(t-Butoxycarbonyl)amino-3-[2-(N-carboethoxycarbamoyl)benzoyloxy]methyl-3-cephem-4-carboxylic acid (275 mg) is dissolved in trifluoroacetic acid (2 ml) under ice-cooling and the mixture is stirred for 20 minutes. The solution is concentrated and to the residue, ether (20 ml) is added. The resultant precipitate is triturated, collected by filtration, washed with ether and dried over phosphorus pentoxide. The procedure provides 7β-amino-3-[2-(N-carboethoxycarbamoyl)benzoyloxy]methyl-3-cephem-4-c... The reactants are O=C1c2ccccc2C(=O)N1CCCCBr, O=C([O-])[O-], [K+], [K+], CN(C)C=O, O, O=[N+]([O-])c1cccc(O)c1. Yields the product O=C1c2ccccc2C(=O)N1CCCCOc1cccc([N+](=O)[O-])c1. Reaction SMILES: [Br:17][CH2:18][CH2:19][CH2:20][CH2:21][N:22]1[C:23](=[O:32])[c:24]2[cH:25][cH:26][cH:27][cH:28][c:29]2[C:30]1=[O:31].[C:1](=[O:2])([O-:3])[O-:4].[K+:5].[K+:6].[O:34]=[CH:35][N:36]([CH3:37])[CH3:38].[OH2:33].[OH:7][c:8]1[cH:9][cH:10][cH:11][c:12]([N+:14]([O-:15])=[O:16])[cH:13]1>>[O:7]([c:8]1[cH:9][cH:10][cH:11][c:12]([N+:14]([O-:15])=[O:16])[cH:13]1)[CH2:18][CH2:19][CH2:20][CH2:21][N:22]1[C:23](=[O:32])[c:24]2[cH:25][cH:26][cH:27][cH:28][c:29]2[C:30]1=[O:31]. Product: FC1=CC(=C(C=C1)C1=C2CCC(NC2=CC(=C1)OC)=O)C (3,4-dihydro-5-(4-fluoro-2-methylphenyl)-7-methoxy-2(1H)-quinolinone). As a reaction SMILES: Br[C:2]1[CH:11]=[C:10]([O:12][CH3:13])[CH:9]=[C:8]2[C:3]=1[CH2:4][CH2:5][C:6](=[O:22])[N:7]2C1C(Cl)=CC=CC=1Cl.[F:23][C:24]1[CH:29]=[CH:28][C:27](B(O)O)=[C:26]([CH3:33])[CH:25]=1.ClC1C=CC=C(Cl)C=1N1C2C(=C(C3C=CC(F)=CC=3F)C=C(OC)C=2)CCC1=O>>[F:23][C:24]1[CH:29]=[CH:28][C:27]([C:2]2[CH:11]=[C:10]([O:12][CH3:13])[CH:9]=[C:8]3[C:3]=2[CH2:4][CH2:5][C:6](=[O:22])[NH:7]3)=[C:26]([CH3:33])[CH:25]=1. Procedure details: 1-2,6-Dichlorophenyl)-3,4-dihydro-5-(4-fluoro-2-methylphenyl)-7-methoxy-2(1H)-quinolinone was prepared from 5-bromo-1-(2,6-dichlorophenyl)-3,4-dihydro-7-methoxy-2(1H)-quinolinone (INTERMEDIATE 1) and 4-fluoro-2-methylphenylboronic acid by a procedure analogous to that described in INTERMEDIATE 2. Mass spectrum (ESI) 430.1 (M+1). 1H NMR (500 MHz, CDCl3): δ 7.50 (m, 2H); 7.36 (m, 1H); 7.17 (m, 1H); 6.98 (m, 2H); 6.45 (s, 1H); 5.89 (s, 1H); 3.69 (s, 3H); 2.72 (m, 4H); 2.15 (s, 3H). Starting materials: ClC1=C(C(=CC=C1)Cl)N1C(CCC2=C(C=C(C=C12)OC)C1=C(C=C(C=C1)F)F)=O (1-(2,6-dichlorophenyl)-5-(2,4-difluorophenyl)-3,4-dihydro-7-methoxy-2(1H)-quinolinone), BrC1=C2CCC(N(C2=CC(=C1)OC)C1=C(C=CC=C1Cl)Cl)=O (5-bromo-1-(2,6-dichlorophenyl)-3,4-dihydro-7-methoxy-2(1H)-quinolinone), BrC1=C2CCC(N(C2=CC(=C1)OC)C1=C(C=CC=C1Cl)Cl)=O (5-bromo-1-(2,6-dichlorophenyl)-3,4-dihydro-7-methoxy-2(1H)-quinolinone), FC1=CC(=C(C=C1)B(O)O)C (4-fluoro-2-methylphenylboronic acid). Starting materials: ClC1=C(C=CC(=C1)Cl)C=1N=C(C(=NC1CC)N[C@@H]1CNC[C@@H]1OCC)CC (5-(2,4-dichlorophenyl)-N-[(cis)-4-ethoxypyrrolidin-3-yl]-3,6-diethylpyrazin-2-amine), ClC1=C(C=CC(=C1)OC)C=1N=C(C(=NC1CC)N[C@@H]1CN(C[C@@H]1OCC)C(=O)[O-])CC ((3R,4S)-3-{[5-(2-chloro-4-methoxyphenyl)-3,6-diethylpyrazin-2-yl]amino}-4-ethoxypyrrolidine-1-carboxylate). Yields the product ClC1=C(C=CC(=C1)OC)C=1N=C(C(=NC1CC)N[C@@H]1CNC[C@@H]1OCC)CC (5-(2-chloro-4-methoxyphenyl)-N-[(3R,4S)-4-ethoxypyrrolidin-3-yl]-3,6-diethylpyrazin-2-amine). As a reaction SMILES: ClC1C=C(Cl)C=CC=1C1N=C(CC)C(N[C@H]2[C@@H](OCC)CNC2)=NC=1CC.[Cl:28][C:29]1[CH:34]=[C:33]([O:35][CH3:36])[CH:32]=[CH:31][C:30]=1[C:37]1[N:38]=[C:39]([CH2:57][CH3:58])[C:40]([NH:45][C@H:46]2[C@@H:50]([O:51][CH2:52][CH3:53])[CH2:49][N:48](C([O-])=O)[CH2:47]2)=[N:41][C:42]=1[CH2:43][CH3:44]>>[Cl:28][C:29]1[CH:34]=[C:33]([O:35][CH3:36])[CH:32]=[CH:31][C:30]=1[C:37]1[N:38]=[C:39]([CH2:57][CH3:58])[C:40]([NH:45][C@H:46]2[C@@H:50]([O:51][CH2:52][CH3:53])[CH2:49][NH:48][CH2:47]2)=[N:41][C:42]=1[CH2:43][CH3:44]. Procedure details: Following the procedure for the preparation of 5-(2,4-dichlorophenyl)-N-[(cis)-4-ethoxypyrrolidin-3-yl]-3,6-diethylpyrazin-2-amine but substituting (3R,4S)-3-{[5-(2-chloro-4-methoxyphenyl)-3,6-diethylpyrazin-2-yl]amino}-4-ethoxypyrrolidine-1-carboxylate and making non-critical variations provided the title compound as an oil: 1H NMR (CDCl3) δ 1.15, 1.22-1.34, 2.45, 2.71, 2.89, 3.06, 3.22, 3.41, 3.51, 3.65, 3.85, 4.51, 5.32, 6.88, 7.02, 7.24.